This data is from the Open Reaction Database (ORD), a public repository of structured organic reaction records. The task is: describe an organic reaction: reactants, conditions, products, and yield Procedure: A charge of 100 ml. of dioxane, 3.5 g. 2-methylmercaptoimidazoline hydroiodide, 6 g. N-(cyclopropylmethyl)isatoic anhydride and 2 pellets of sodium hydroxide is refluxed for 1 hour in a reaction vessel. The reaction is cooled to 20°C. and the solvent evaporated. The residue is dissolved in methylene chloride and this solution is extracted with 1 normal hydrochloride solution. The acid solution is extracted with methylene chloride (discard) and with ether (discard) and then made basic with 10% so... Reaction SMILES: I.CS[C:4]1[NH:5][CH2:6][CH2:7][N:8]=1.[CH:9]1([CH2:12][N:13]2C(=O)[O:18][C:16](=[O:17])[C:15]3=[CH:21][CH:22]=[CH:23][CH:24]=[C:14]23)[CH2:11][CH2:10]1.[OH-:25].[Na+].[O:27]1[CH2:32][CH2:31]OCC1>>[C:16]([OH:18])(=[O:17])/[CH:15]=[CH:31]\[C:32]([OH:27])=[O:25].[CH:9]1([CH2:12][N:13]2[C:14]3[C:15](=[CH:21][CH:22]=[CH:23][CH:24]=3)[C:16](=[O:17])[N:5]3[CH2:6][CH2:7][N:8]=[C:4]23)[CH2:11][CH2:10]1 |f:0.1,3.4,6.7|. Conditions: temperature 20 celsius. The reactants are I.CSC=1NCCN1 (2-methylmercaptoimidazoline hydroiodide), O1CCOCC1 (dioxane), C1(CC1)CN1C=2C(C(=O)OC1=O)=CC=CC2 (N-(cyclopropylmethyl)isatoic anhydride), [OH-].[Na+] (sodium hydroxide). The product is C(\C=C/C(=O)O)(=O)O.C1(CC1)CN1C=2N(C(C3=CC=CC=C13)=O)CCN2 (10-cyclopropylmethyl-2,3-dihydroimidazo[2,1-b]quinazolin-5(10H)-one hydrogen maleate).